From a dataset of the Open Reaction Database (ORD), a public repository of structured organic reaction records. describe an organic reaction: reactants, conditions, products, and yield Starting materials: CN1C(=O)C(Br)=C(N2CCOCC2)C1=O, O=C([O-])[O-], CC1(C)OB(c2ccc(OCc3ccc4ccccc4n3)cc2)OC1(C)C, [Cs+], [Cs+], CN(C)C=O, O, c1ccc(P(c2ccccc2)(c2ccccc2)[Pd](P(c2ccccc2)(c2ccccc2)c2ccccc2)(P(c2ccccc2)(c2ccccc2)c2ccccc2)P(c2ccccc2)(c2ccccc2)c2ccccc2)cc1. Yields the product CN1C(=O)C(c2ccc(OCc3ccc4ccccc4n3)cc2)=C(N2CCOCC2)C1=O. RXN SMILES: [Br:1][C:2]1=[C:6]([N:7]2[CH2:8][CH2:9][O:10][CH2:11][CH2:12]2)[C:5](=[O:13])[N:4]([CH3:14])[C:3]1=[O:15].[C:16](=[O:17])([O-:18])[O-:19].[CH3:23][C:24]1([CH3:25])[C:26]([CH3:27])([CH3:28])[O:29][B:30]([c:31]2[cH:32][cH:33][c:34]([O:35][CH2:36][c:37]3[n:38][c:39]4[cH:40][cH:41][cH:42][cH:43][c:44]4[cH:45][cH:46]3)[cH:47][cH:48]2)[O:49]1.[Cs+:20].[Cs+:21].[O:50]=[CH:51][N:52]([CH3:53])[CH3:54].[OH2:22].[cH:55]1[cH:56][cH:57][c:58]([P:59]([Pd:60]([P:61]([c:62]2[cH:63][cH:64][cH:65][cH:66][cH:67]2)([c:68]2[cH:69][cH:70][cH:71][cH:72][cH:73]2)[c:74]2[cH:75][cH:76][cH:77][cH:78][cH:79]2)([P:80]([c:81]2[cH:82][cH:83][cH:84][cH:85][cH:86]2)([c:87]2[cH:88][cH:89][cH:90][cH:91][cH:92]2)[c:93]2[cH:94][cH:95][cH:96][cH:97][cH:98]2)[P:99]([c:100]2[cH:101][cH:102][cH:103][cH:104][cH:105]2)([c:106]2[cH:107][cH:108][cH:109][cH:110][cH:111]2)[c:112]2[cH:113][cH:114][cH:115][cH:116][cH:117]2)([c:118]2[cH:119][cH:120][cH:121][cH:122][cH:123]2)[c:124]2[cH:125][cH:126][cH:127][cH:128][cH:129]2)[cH:130][cH:131]1>>[C:2]1([c:31]2[cH:32][cH:33][c:34]([O:35][CH2:36][c:37]3[n:38][c:39]4[cH:40][cH:41][cH:42][cH:43][c:44]4[cH:45][cH:46]3)[cH:47][cH:48]2)=[C:6]([N:7]2[CH2:8][CH2:9][O:10][CH2:11][CH2:12]2)[C:5](=[O:13])[N:4]([CH3:14])[C:3]1=[O:15]. Starting materials: C(C1=CC=CC=C1)OC(=O)N[C@@H]1CC[C@H](CC1)C(=O)Cl (trans-4-(benzyloxycarbonylamino)cyclohexanecarbonyl chloride), C(CCC)[Sn](C1=CC=CC=C1)(CCCC)CCCC (tributylphenyltin). Reagents/catalysts: Cl[Pd]([P](C1=CC=CC=C1)(C2=CC=CC=C2)C3=CC=CC=C3)([P](C4=CC=CC=C4)(C5=CC=CC=C5)C6=CC=CC=C6)Cl (dichlorobis(triphenylphosphine)palladium). Solvent: O1CCOCC1 (dioxane). Yields the product C(C1=CC=CC=C1)OC(=O)N[C@@H]1CC[C@H](CC1)C(C1=CC=CC=C1)=O (N-benzyloxycarbonyl-trans-4-benzoylcylohexylamine). Yield: 77.4%. RXN SMILES: [CH2:1]([O:8][C:9]([NH:11][C@H:12]1[CH2:17][CH2:16][C@H:15]([C:18](Cl)=[O:19])[CH2:14][CH2:13]1)=[O:10])[C:2]1[CH:7]=[CH:6][CH:5]=[CH:4][CH:3]=1.C([Sn](CCCC)(CCCC)[C:26]1[CH:31]=[CH:30][CH:29]=[CH:28][CH:27]=1)CCC>Cl[Pd](Cl)([P](C1C=CC=CC=1)(C1C=CC=CC=1)C1C=CC=CC=1)[P](C1C=CC=CC=1)(C1C=CC=CC=1)C1C=CC=CC=1.O1CCOCC1>[CH2:1]([O:8][C:9]([NH:11][C@H:12]1[CH2:17][CH2:16][C@H:15]([C:18](=[O:19])[C:26]2[CH:31]=[CH:30][CH:29]=[CH:28][CH:27]=2)[CH2:14][CH2:13]1)=[O:10])[C:2]1[CH:7]=[CH:6][CH:5]=[CH:4][CH:3]=1 |^1:42,61|. Procedure details: Under argon atmosphere, a mixture comprising 1.0 g trans-4-(benzyloxycarbonylamino)cyclohexanecarbonyl chloride, 1.92 g of tributylphenyltin, 61 mg of dichlorobis(triphenylphosphine)palladium and 10 mL of dioxane was stirred at 110° C. for 12 hours. After cooling, the reaction mixture was concentrated by a centrifugal concentrator, and then, the residue was dissolved in tetrahydrofuran and evaporated to dryness with 5 g of silica gel. The resulting residue was purified by silica gel flash chroma... Reactants: [NH4+].[Cl-] (NH4Cl), BrC1=CC=C(C=C1)C(C1=CC=C(C=C1)O)=C1CCCCCCC1 (4-[(4-bromophenyl)(cyclooctylidene)methyl]phenol), C(C)(C)N(C(C)C)CC (N,N-diisopropylethylamine), C(CCC#C)O (4-pentyn-1-ol), CN(C)C=O (DMF). The reagents and catalysts are Cl[Pd]([P](C1=CC=CC=C1)(C2=CC=CC=C2)C3=CC=CC=C3)([P](C4=CC=CC=C4)(C5=CC=CC=C5)C6=CC=CC=C6)Cl (Pd(PPh3)2Cl2), [Cu]I (CuI). Run in O (water). Conditions: temperature 80 celsius, time 8 hour. The product is C1(CCCCCC1)=C(C1=CC=C(C=C1)O)C1=CC=C(C=C1)C#CCCCO (4-{Cycloheptylidene[4-(5-hydroxy-1-pentyn-1-yl)phenyl]methyl}phenol). The yield is 45.0%. As a reaction SMILES: Br[C:2]1[CH:7]=[CH:6][C:5]([C:8](=[C:16]2[CH2:23][CH2:22]CC[CH2:19][CH2:18][CH2:17]2)[C:9]2[CH:14]=[CH:13][C:12]([OH:15])=[CH:11][CH:10]=2)=[CH:4][CH:3]=1.[CH:24](N(CC)C(C)C)(C)C.[CH2:33](O)[CH2:34][CH2:35][C:36]#C.[NH4+].[Cl-].CN([CH:44]=[O:45])C>Cl[Pd](Cl)([P](C1C=CC=CC=1)(C1C=CC=CC=1)C1C=CC=CC=1)[P](C1C=CC=CC=1)(C1C=CC=CC=1)C1C=CC=CC=1.[Cu]I.O>[C:16]1(=[C:8]([C:5]2[CH:6]=[CH:7][C:2]([C:33]#[C:34][CH2:35][CH2:36][CH2:44][OH:45])=[CH:3][CH:4]=2)[C:9]2[CH:14]=[CH:13][C:12]([OH:15])=[CH:11][CH:10]=2)[CH2:23][CH2:22][CH2:24][CH2:19][CH2:18][CH2:17]1 |f:3.4,^1:48,67|. Procedure details: To a degassed solution of 4-[(4-bromophenyl)(cycloheptylidene)methyl]phenol (9) (0.20 g, 0.56 mmol) in DMF (5 mL) were added Pd(PPh3)2Cl2 (40 mg, 0.06 mmol), CuI (11 mg, 0.06 mmol), N,N-diisopropylethylamine (0.45 mL, 2.52 mmol) and 4-pentyn-1-ol (0.11 mL, 1.12 mmol). The reaction mixture was stirred at 80° C. overnight, poured into saturated aqueous NH4Cl (15 mL) and water (5 mL), extracted with ethyl acetate (3×50 mL). The combined organic phase was washed with water, brine, dried over Na2SO4,... Starting materials: C(C)(C)(C)OC([C@H]1N(CCC1)C(C(CSC(C)=O)CC(=O)OC)=O)=O (1-[3-(acetylthio)-2-methoxycarbonylmethylpropanoyl]-L-proline tert-butyl ester), [OH-].[Na+] (sodium hydroxide). Run in O (water), CO (methanol). Reaction conditions: time 4 hour. Yields the product C(C)(C)(C)OC([C@H]1N(CCC1)C(C(CSC(C)=O)CC(=O)O)=O)=O (1-[3-(acetylthio)-2-carboxymethylpropanoyl]-L-proline tert-butyl ester). Reaction SMILES: [C:1]([O:5][C:6](=[O:25])[C@@H:7]1[CH2:11][CH2:10][CH2:9][N:8]1[C:12](=[O:24])[CH:13]([CH2:19][C:20]([O:22]C)=[O:21])[CH2:14][S:15][C:16](=[O:18])[CH3:17])([CH3:4])([CH3:3])[CH3:2].[OH-].[Na+]>CO.O>[C:1]([O:5][C:6](=[O:25])[C@@H:7]1[CH2:11][CH2:10][CH2:9][N:8]1[C:12](=[O:24])[CH:13]([CH2:19][C:20]([OH:22])=[O:21])[CH2:14][S:15][C:16](=[O:18])[CH3:17])([CH3:2])([CH3:3])[CH3:4] |f:1.2|. Procedure: To a solution of 1-[3-(acetylthio)-2-methoxycarbonylmethylpropanoyl]-L-proline tert-butyl ester (3.7 g) in methanol (60 ml), N sodium hydroxide (40 ml) is added. After 4 hours, the reaction mixture is diluted with water (100 ml) and extracted with ethyl acetate. The aqueous layer is acidified and extracted with ethyl acetate. This last ethyl acetate layer is dried and concentrated to dryness in vacuo. The residue is dissolved in a mixture of pyridine and acetic anhydride (3:1) and the solution i... Starting materials: NC[C@@H](C)O ((R)-1-amino-2-propanol), O=CCC1C(C2=CC(=CC=C2C1(CC)CC)OC)=O ((RS)-2-(2-oxoethyl)-6-methoxy-3,3-diethyl-1-indanone), O (water). The reagents and catalysts are C1(=CC=C(C=C1)S(=O)(=O)O)C (p-toluenesulfonic acid). The solvent is C1(=CC=CC=C1)C (toluene), C1(=CC=CC=C1)C (toluene). Run at time 45 minute. Product: COC1=CC=C2C(C3=C(N(C=C3)C[C@@H](C)O)C2=C1)(CC)CC ((R)-1-(7-methoxy-4,4-diethyl-1,4-dihydro-indeno[1,2-b]pyrrol-1-yl)-propan-2-ol). Isolated yield 60.9%. As a reaction SMILES: O=[CH:2][CH2:3][CH:4]1[C:12]([CH2:15][CH3:16])([CH2:13][CH3:14])[C:11]2[C:6](=[CH:7][C:8]([O:17][CH3:18])=[CH:9][CH:10]=2)[C:5]1=O.O.[NH2:21][CH2:22][C@H:23]([OH:25])[CH3:24]>C1(C)C=CC=CC=1.C1(C)C=CC(S(O)(=O)=O)=CC=1>[CH3:18][O:17][C:8]1[CH:7]=[C:6]2[C:11]([C:12]([CH2:15][CH3:16])([CH2:13][CH3:14])[C:4]3[CH:3]=[CH:2][N:21]([CH2:22][C@H:23]([OH:25])[CH3:24])[C:5]=32)=[CH:10][CH:9]=1. Reported procedure: A solution of 3.9 g of (RS)-2-(2-oxoethyl)-6-methoxy-3,3-diethyl-1-indanone and 120 mg of p-toluenesulfonic acid in 100 ml of anhydrous toluene was heated on a water separator. A solution of 4.5 g of (R)-1-amino-2-propanol in 30 ml of anhydrous toluene was added dropwise to the boiling solution over a period of 5 minutes. Subsequently, the mixture was boiled for an additional 45 minutes, during which the solvent was reduced to a volume of 20 ml. The cooled reaction mixture was purified by column... Reactants: formula VI, alkali metal salt, S1(NC(C=2NC=3C=CC=CC3C21)=O)(=O)=O (2H-isothiazolo[4,5-b]-indole-3(4H)-one-1,1-dioxide), halo-acetone, ClCC(C)=O (chloroacetone). Solvent: CS(=O)C (dimethylsulfoxide). Product: C(C(=O)C)N1S(C2=C(NC=3C=CC=CC23)C1=O)(=O)=O (2-acetonyl-2H-isothiazolo[4,5-b]indol-3(4H)-one-1,1-dioxide). As a reaction SMILES: [S:1]1(=[O:15])(=[O:14])[C:12]2[C:11]3[CH:10]=[CH:9][CH:8]=[CH:7][C:6]=3[NH:5][C:4]=2[C:3](=[O:13])[NH:2]1.Cl[CH2:17][C:18](=[O:20])[CH3:19]>CS(C)=O>[CH2:17]([N:2]1[C:3](=[O:13])[C:4]2[NH:5][C:6]3[CH:7]=[CH:8][CH:9]=[CH:10][C:11]=3[C:12]=2[S:1]1(=[O:15])=[O:14])[C:18]([CH3:19])=[O:20]. Procedure: The starting compounds of the formula VI can, for example, be obtained from an alkali metal salt of a 2H-isothiazolo[4,5-b]-indole-3(4H)-one-1,1-dioxide of the formula Xa by reaction with a halo-acetone, such as chloroacetone, in dimethylsulfoxide and at a temperature of 100° to 150° C., to form a corresponding 2-acetonyl-2H-isothiazolo[4,5-b]indol-3(4H)-one-1,1-dioxide. This compound is then subjected to a base-catalyzed rearrangement reaction in the presence of 2 to 3 equivalents of an alkali ... Product: C1(=CC=CC=C1)C1=COC2=C1C=CC(=C2CCC)OCCCBr (3-phenyl-6-(3-bromopropyloxy)-7-propylbenzofuran). As a reaction SMILES: [C:1]1([C:7]2[C:11]3[CH:12]=[CH:13][C:14]([OH:19])=[C:15]([CH2:16][CH2:17][CH3:18])[C:10]=3[O:9][CH:8]=2)[CH:6]=[CH:5][CH:4]=[CH:3][CH:2]=1.C(=O)([O-])[O-].[K+].[K+].[Br:26][CH2:27][CH2:28][CH2:29]Br>C(C(C)=O)C>[C:1]1([C:7]2[C:11]3[CH:12]=[CH:13][C:14]([O:19][CH2:29][CH2:28][CH2:27][Br:26])=[C:15]([CH2:16][CH2:17][CH3:18])[C:10]=3[O:9][CH:8]=2)[CH:2]=[CH:3][CH:4]=[CH:5][CH:6]=1 |f:1.2.3|. Procedure details: To a solution of 3-phenyl-6-hydroxy-7-propylbenzofuran (3.54 g, 13.99 mmol) and potassium carbonate (2.08 g, 15.05 mmol) in dry methyl ethyl ketone (50 ml) was added 1,3-dibromopropane (2.84 ml, 27.98 mmol). The reaction mixture refluxed for 5 hours under nitrogen. The mixture was partitioned between isopropyl acetate and pH4 buffer. The organic was dried over sodium sulfate. The solvent was removed under reduced pressure, and the residue was purified by chromatography (silica gel, 50% methylene... Run in C(C)C(=O)C (methyl ethyl ketone). The reactants are C1(=CC=CC=C1)C1=COC2=C1C=CC(=C2CCC)O (3-phenyl-6-hydroxy-7-propylbenzofuran), C([O-])([O-])=O.[K+].[K+] (potassium carbonate), BrCCCBr (1,3-dibromopropane). Reactants: BrC1=C(C(=O)OC)C=C(C=C1N)F (methyl 2-bromo-5-fluoro-3-aminobenzoate), O=C1CN(CC(C1)=O)C(=O)OCC1=CC=CC=C1 (benzyl 3,5-dioxopiperidine-1-carboxylate), CN1CC=2C=3C=4C(=CC=CC4NC3C1)C(NN2)=O (2-Methyl-2,3,4,9-tetrahydro-2,4,9,10-tetraazacyclohepta[def]fluoren-8(1H)-one). Yields the product FC1=CC=2NC=3CN(CC=4C3C2C(=C1)C(NN4)=O)C (6-Fluoro-2-methyl-2,3,4,9-tetrahydro-2,4,9,10-tetraazacyclohepta[def]fluoren-8(1H)-one). As a reaction SMILES: Br[C:2]1[C:11]([NH2:12])=[CH:10][C:9]([F:13])=[CH:8][C:3]=1[C:4]([O:6]C)=O.O=C1CC(=O)CN(C(OCC2C=CC=CC=2)=O)C1.[CH3:32][N:33]1[CH2:45][C:44]2NC3C=CC=C4C(=O)[NH:47][N:48]=[C:35]([C:36]=2C=34)[CH2:34]1>>[F:13][C:9]1[CH:8]=[C:3]2[C:4](=[O:6])[NH:47][N:48]=[C:35]3[C:36]4[C:2]2=[C:11]([NH:12][C:44]=4[CH2:45][N:33]([CH3:32])[CH2:34]3)[CH:10]=1. Reported procedure: Compound 55 was prepared from methyl 2-bromo-5-fluoro-3-aminobenzoate and benzyl 3,5-dioxopiperidine-1-carboxylate according to the procedures similar to those for Compound 44. 1H NMR (DMSO-d6) δ 11.9 (s, 1H), 10.1 (s, 1H), 7.36 (dd, 1H, J=1.8, 9.6 Hz), 7.20 (dd, 1H, J=1.8, 10.2 Hz), 3.75 (s, 2H), 3.24 (s, 2H), 2.44 (s, 3H). MS (ESI) m/e [M+1]+ 259. The reactants are CC(=CCO)c1ccc(Br)cc1, CC(=O)c1cccc(B(O)O)c1. Yields the product CC(=O)c1cccc(-c2ccc(C(C)=CCO)cc2)c1. As a reaction SMILES: [Br:13][c:14]1[cH:15][cH:16][c:17]([C:20](=[CH:21][CH2:22][OH:23])[CH3:24])[cH:18][cH:19]1.[C:1]([CH3:2])(=[O:3])[c:4]1[cH:5][c:6]([B:10]([OH:11])[OH:12])[cH:7][cH:8][cH:9]1>>[C:1]([CH3:2])(=[O:3])[c:4]1[cH:5][c:6](-[c:14]2[cH:15][cH:16][c:17]([C:20](=[CH:21][CH2:22][OH:23])[CH3:24])[cH:18][cH:19]2)[cH:7][cH:8][cH:9]1. Run at time 2 hour. RXN SMILES: [Cl:1][C:2]1[CH:3]=[C:4]([CH2:9][C:10]([N:12]2[CH:21]3[CH:16]([CH2:17][CH2:18][CH2:19][CH:20]3[N:22]3[CH2:26][CH2:25][CH2:24][CH2:23]3)[NH:15][CH2:14][CH2:13]2)=[O:11])[CH:5]=[CH:6][C:7]=1[Cl:8].Cl[C:28]([O:30][CH3:31])=[O:29]>C(Cl)Cl>[CH3:31][O:30][C:28]([N:15]1[CH:16]2[CH:21]([CH:20]([N:22]3[CH2:26][CH2:25][CH2:24][CH2:23]3)[CH2:19][CH2:18][CH2:17]2)[N:12]([C:10](=[O:11])[CH2:9][C:4]2[CH:5]=[CH:6][C:7]([Cl:8])=[C:2]([Cl:1])[CH:3]=2)[CH2:13][CH2:14]1)=[O:29]. Reactants: ClC=1C=C(C=CC1Cl)CC(=O)N1CCNC2CCCC(C12)N1CCCC1 (2-(3,4-Dichlorophenyl)-1-[(4aRS,8SR,8aRS)-8-(pyrrolidin-1-yl)-perhydroquinoxalin-1-yl]-ethan-1-one), ClC(=O)OC (methyl chloroformate). Procedure details: 2-(3,4-Dichlorophenyl)-1-[(4aRS,8SR,8aRS)-8-(pyrrolidin-1-yl)-perhydroquinoxalin-1-yl]-ethan-1-one (100.9 mg, 0.25 mmol) was dissolved in absolute CH2Cl2 (13 ml) under a nitrogen atmosphere and methyl chloroformate (28.9 mg, 0.31 mmol) was added dropwise. The solution was stirred at room temperature for 2 hours. Thereafter, the mixture was evaporated in vacuo and the residue was purified by flash chromatography (Ø 2 cm, CH2Cl2/MeOH/NH3 9.5:0.5:0.05, l=16 cm, V=5 ml) and was obtained as a yellow ... Solvent: C(Cl)Cl (CH2Cl2). The product is COC(=O)N1CCN(C2C(CCCC12)N1CCCC1)C(CC1=CC(=C(C=C1)Cl)Cl)=O (methyl{(4aRS,8SR,8aRS)-1-[2-(3,4-dichlorophenyl)acetyl]-8-(pyrrolidin-1-yl)-perhydroquinoxalin-4-yl}carboxylate).